describe an organic reaction: reactants, conditions, products, and yield From a dataset of the Open Reaction Database (ORD), a public repository of structured organic reaction records. Reaction SMILES: [CH3:1][N:2]([S:3](=[O:4])(=[O:5])[Cl:6])[CH3:7].[NH2:8][CH2:9][CH2:10][CH2:11][CH2:12][n:13]1[cH:14][n:15][c:16]2[c:17]([NH2:24])[n:18][c:19]([CH3:23])[c:20]([CH3:22])[c:21]12>>[CH3:1][N:2]([S:3](=[O:4])(=[O:5])[NH:8][CH2:9][CH2:10][CH2:11][CH2:12][n:13]1[cH:14][n:15][c:16]2[c:17]([NH2:24])[n:18][c:19]([CH3:23])[c:20]([CH3:22])[c:21]12)[CH3:7]. The product is Cc1nc(N)c2ncn(CCCCNS(=O)(=O)N(C)C)c2c1C. Starting materials: CN(C)S(=O)(=O)Cl, Cc1nc(N)c2ncn(CCCCN)c2c1C. Reactants: Cl.Cl.NCCC1=CC=C(OCCC=2C=CC(=C(C2)[C@H](CCN(C(C)C)C(C)C)C2=CC=CC=C2)OCC2=CC=CC=C2)C=C1 ((3R)-3-[5-{2-[4-(2-aminoethyl)phenoxy]ethyl}-2-(benzyloxy)phenyl]-N,N-diisopropyl-3-phenylpropan-1-amine bis hydrochloride salt), C(C1=CC=CC=C1)OC=1C=CC(=C2C=CC(NC12)=O)[C@H](CBr)O[Si](C)(C)C(C)(C)C (8-(benzyloxy)-5-[(1R)-2-bromo-1-{[tert-butyl(dimethyl)silyl]oxy}ethyl]quinolin-2(1H)-one), [I-].[K+] (potassium iodide), C(O)([O-])=O.[Na+] (sodium hydrogen carbonate), C(CC)#N (propionitrile). Solvent: C(C)(=O)OCC (ethyl acetate), O (water). Reaction conditions: temperature 100 celsius, time 8 hour. Yields the product N (ammonia), C(C1=CC=CC=C1)OC=1C=CC(=C2C=CC(NC12)=O)[C@H](CNCCC1=CC=C(C=C1)OCCC1=CC(=C(C=C1)OCC1=CC=CC=C1)[C@H](CCN(C(C)C)C(C)C)C1=CC=CC=C1)O[Si](C)(C)C(C)(C)C (8-(benzyloxy)-5-[(1R)-2-({2-[4-(2-{4-(benzyloxy)-3-[(1R)-3-(diisopropylamino)-1-phenylpropyl]phenyl}ethoxy)phenyl]ethyl}amino)-1-{[tert-butyl(dimethyl)silyl]oxy}ethyl]quinolin-2(1H)-one). As a reaction SMILES: Cl.Cl.[NH2:3][CH2:4][CH2:5][C:6]1[CH:44]=[CH:43][C:9]([O:10][CH2:11][CH2:12][C:13]2[CH:14]=[CH:15][C:16]([O:35][CH2:36][C:37]3[CH:42]=[CH:41][CH:40]=[CH:39][CH:38]=3)=[C:17]([C@@H:19]([C:29]3[CH:34]=[CH:33][CH:32]=[CH:31][CH:30]=3)[CH2:20][CH2:21][N:22]([CH:26]([CH3:28])[CH3:27])[CH:23]([CH3:25])[CH3:24])[CH:18]=2)=[CH:8][CH:7]=1.[CH2:45]([O:52][C:53]1[CH:54]=[CH:55][C:56]([C@@H:64]([O:67][Si:68]([C:71]([CH3:74])([CH3:73])[CH3:72])([CH3:70])[CH3:69])[CH2:65]Br)=[C:57]2[C:62]=1[NH:61][C:60](=[O:63])[CH:59]=[CH:58]2)[C:46]1[CH:51]=[CH:50][CH:49]=[CH:48][CH:47]=1.[I-].[K+].C(=O)([O-])O.[Na+].C(#N)CC>C(OCC)(=O)C.O>[NH3:3].[CH2:45]([O:52][C:53]1[CH:54]=[CH:55][C:56]([C@@H:64]([O:67][Si:68]([C:71]([CH3:72])([CH3:74])[CH3:73])([CH3:70])[CH3:69])[CH2:65][NH:3][CH2:4][CH2:5][C:6]2[CH:44]=[CH:43][C:9]([O:10][CH2:11][CH2:12][C:13]3[CH:14]=[CH:15][C:16]([O:35][CH2:36][C:37]4[CH:38]=[CH:39][CH:40]=[CH:41][CH:42]=4)=[C:17]([C@@H:19]([C:29]4[CH:30]=[CH:31][CH:32]=[CH:33][CH:34]=4)[CH2:20][CH2:21][N:22]([CH:26]([CH3:28])[CH3:27])[CH:23]([CH3:25])[CH3:24])[CH:18]=3)=[CH:8][CH:7]=2)=[C:57]2[C:62]=1[NH:61][C:60](=[O:63])[CH:59]=[CH:58]2)[C:46]1[CH:47]=[CH:48][CH:49]=[CH:50][CH:51]=1 |f:0.1.2,4.5,6.7|. Reported procedure: (3R)-3-[5-{2-[4-(2-aminoethyl)phenoxy]ethyl}-2-(benzyloxy)phenyl]-N,N-diisopropyl-3-phenylpropan-1-amine bis hydrochloride salt (Preparation 42, 800 mg, 1.25 mmol), 8-(benzyloxy)-5-[(1R)-2-bromo-1-{[tert-butyl(dimethyl)silyl]oxy}ethyl]quinolin-2(1H)-one (Prepared according to WO2005/092861, 615 mg, 1.25 mmol), potassium iodide (210 mg, 1.25 mmol), sodium hydrogen carbonate (630 mg, 7.5 mmol) were added to propionitrile (15 ml) and stirred at 100° C. under nitrogen overnight. The mixture was cool... Starting materials: N[C@@H]1CC[C@H](CC1)N (trans-1,4-diaminocyclohexane), Cl (hydrochloric acid), ClC1=NC(=C2N=CN(C2=N1)C1CCCC1)NC=1C=C(C(=O)N)C=CC1 (3-[(2-chloro-9-cyclopentyl-9H-purin-6-yl)-amino]-benzamide), CO.[OH-].[NH4+] (methanol ammonium hydroxide). Solvent: CO (methanol). Run at time 5 hour. The product is Cl.Cl.N[C@@H]1CC[C@H](CC1)NC1=NC(=C2N=CN(C2=N1)C1CCCC1)NC=1C=C(C(=O)N)C=CC1 (trans-3-[[2-[(4-amino-cyclohexyl)-amino]-9-cyclopentyl-9H-purin-6-yl]-amino]-benzamide dihydrochloride). RXN SMILES: [NH2:1][C@H:2]1[CH2:7][CH2:6][C@H:5]([NH2:8])[CH2:4][CH2:3]1.[Cl:9][C:10]1[N:18]=[C:17]2[C:13]([N:14]=[CH:15][N:16]2[CH:19]2[CH2:23][CH2:22][CH2:21][CH2:20]2)=[C:12]([NH:24][C:25]2[CH:26]=[C:27]([CH:31]=[CH:32][CH:33]=2)[C:28]([NH2:30])=[O:29])[N:11]=1.CO.[OH-].[NH4+].[ClH:38]>CO>[ClH:9].[ClH:38].[NH2:1][C@H:2]1[CH2:7][CH2:6][C@H:5]([NH:8][C:10]2[N:18]=[C:17]3[C:13]([N:14]=[CH:15][N:16]3[CH:19]3[CH2:20][CH2:21][CH2:22][CH2:23]3)=[C:12]([NH:24][C:25]3[CH:26]=[C:27]([CH:31]=[CH:32][CH:33]=3)[C:28]([NH2:30])=[O:29])[N:11]=2)[CH2:4][CH2:3]1 |f:2.3.4,7.8.9|. Procedure: 400 mg of trans-1,4-diaminocyclohexane and 250 mg of the product obtained in Stage 1 above are taken to approximately 150° C., the reaction medium is left under agitation for 5 hours then left to return to ambient temperature for 16 hours. 8 ml of methanol is added, chromatography on silica is carried out (eluent: MeOH/NH4OH 98/2). The residue is taken up in an ethanolic solution of hydrochloric acid, followed by evaporating the solvents, impasting in ether, separating, drying under reduced pres...